From a dataset of the Open Reaction Database (ORD), a public repository of structured organic reaction records. describe an organic reaction: reactants, conditions, products, and yield The reactants are C[O-], CO, CC(C)OC(C)C, O=C(Cl)c1cn(-c2ccnc3ccc(C(F)(F)F)cc23)c2ccccc12, ClCCl, Cl, Cl, N=C(N)N, [Na+], C1CCOC1. Product: Cl, N=C(N)NC(=O)c1cn(-c2ccnc3ccc(C(F)(F)F)cc23)c2ccccc12. Reaction SMILES: [CH3:1][O-:2].[CH3:41][OH:42].[CH:46]([O:47][CH:48]([CH3:49])[CH3:50])([CH3:51])[CH3:52].[Cl:15][C:16](=[O:17])[c:18]1[cH:19][n:20](-[c:27]2[cH:28][cH:29][n:30][c:31]3[cH:32][cH:33][c:34]([C:37]([F:38])([F:39])[F:40])[cH:35][c:36]23)[c:21]2[cH:22][cH:23][cH:24][cH:25][c:26]12.[Cl:43][CH2:44][Cl:45].[ClH:14].[ClH:4].[NH2:5][C:6](=[NH:7])[NH2:8].[Na+:3].[O:9]1[CH2:10][CH2:11][CH2:12][CH2:13]1>>[ClH:15].[NH:5]=[C:6]([NH:7][C:16](=[O:17])[c:18]1[cH:19][n:20](-[c:27]2[cH:28][cH:29][n:30][c:31]3[cH:32][cH:33][c:34]([C:37]([F:38])([F:39])[F:40])[cH:35][c:36]23)[c:21]2[cH:22][cH:23][cH:24][cH:25][c:26]12)[NH2:8]. Reactants: N(=C=O)C1=C(C=C(C=C1)[N+](=O)[O-])C (4-isocyanato-3-methyl-1-nitro-benzene), ClCCCO (3-chloro-propan-1-ol). The solvent is C1(=CC=CC=C1)C (toluene). The product is CC1=C(C=CC(=C1)[N+](=O)[O-])NC(OCCCCl)=O (3-chloro-propyl 2-methyl-4-nitro-phenyl-carbamate). RXN SMILES: [N:1]([C:4]1[CH:9]=[CH:8][C:7]([N+:10]([O-:12])=[O:11])=[CH:6][C:5]=1[CH3:13])=[C:2]=[O:3].[Cl:14][CH2:15][CH2:16][CH2:17][OH:18]>C1(C)C=CC=CC=1>[CH3:13][C:5]1[CH:6]=[C:7]([N+:10]([O-:12])=[O:11])[CH:8]=[CH:9][C:4]=1[NH:1][C:2](=[O:3])[O:18][CH2:17][CH2:16][CH2:15][Cl:14]. Procedure details: Prepared analogously to Example 51b from 4-isocyanato-3-methyl-1-nitro-benzene and 3-chloro-propan-1-ol in toluene.